This data is from the Open Reaction Database (ORD), a public repository of structured organic reaction records. The task is: describe an organic reaction: reactants, conditions, products, and yield Reactants: C(C)(C)(C)OC(C1=CC(C(=O)NC=2C=C3C(=NC2)NC=C3)=C(C=C1)Cl)=O (4-Chloro-N-(1H-pyrrolo[2,3-b]pyridin-5-yl)-isophthalamic acid tert-butyl ester), FC(C(=O)O)(F)F (trifluoroacetic acid). Run in ClCCl (dichloromethane). Run at time 2 hour. Product: ClC1=C(C=C(C(=O)O)C=C1)C(=O)NC=1C=C2C(=NC1)NC=C2 (4-Chloro-N-(1H-pyrrolo[2,3-b]pyridin-5-yl)-isophthalamic acid). The yield is 73.3%. RXN SMILES: C([O:5][C:6](=[O:26])[C:7]1[CH:24]=[CH:23][C:22]([Cl:25])=[C:9]([C:10]([NH:12][C:13]2[CH:14]=[C:15]3[CH:21]=[CH:20][NH:19][C:16]3=[N:17][CH:18]=2)=[O:11])[CH:8]=1)(C)(C)C.FC(F)(F)C(O)=O>ClCCl>[Cl:25][C:22]1[CH:23]=[CH:24][C:7]([C:6]([OH:26])=[O:5])=[CH:8][C:9]=1[C:10]([NH:12][C:13]1[CH:14]=[C:15]2[CH:21]=[CH:20][NH:19][C:16]2=[N:17][CH:18]=1)=[O:11]. Procedure: To 45 mg 4-Chloro-N-(1H-pyrrolo[2,3-b]pyridin-5-yl)-isophthalamic acid tert-butyl ester in 1 ml dichloromethane were added 1 ml trifluoroacetic acid at room temperature. Stirring was continued for 2 hrs and the mixture was evaporated under vacuum to give 28 mg of the title product. The reactants are CCCCCCC(=O)O, CCC1CC2C3CCC4=CC(=O)CCC4C3CCC2(C)C1OC(=O)CBr, CC(C)=O, CCOC(C)=O, CN(C)C=O, O. Product: CCCCCCC(=O)OCC(=O)OC1C(CC)CC2C3CCC4=CC(=O)CCC4C3CCC21C. As a reaction SMILES: [C:1]([CH2:2][CH2:3][CH2:4][CH2:5][CH2:6][CH3:7])(=[O:8])[OH:9].[CH2:10]([CH3:11])[CH:12]1[CH:13]([O:31][C:32]([CH2:33][Br:34])=[O:35])[C:14]2([CH3:15])[CH:16]([CH2:17]1)[CH:18]1[CH2:19][CH2:20][C:21]3=[CH:22][C:23](=[O:30])[CH2:24][CH2:25][CH:26]3[CH:27]1[CH2:28][CH2:29]2.[CH3:42][C:43](=[O:44])[CH3:45].[CH3:46][CH2:47][O:48][C:49](=[O:50])[CH3:51].[O:36]=[CH:37][N:38]([CH3:39])[CH3:40].[OH2:41]>>[C:1]([CH2:2][CH2:3][CH2:4][CH2:5][CH2:6][CH3:7])([O:8][CH2:33][C:32]([O:31][CH:13]1[CH:12]([CH2:10][CH3:11])[CH2:17][CH:16]2[C:14]1([CH3:15])[CH2:29][CH2:28][CH:27]1[CH:18]2[CH2:19][CH2:20][C:21]2=[CH:22][C:23](=[O:30])[CH2:24][CH2:25][CH:26]21)=[O:35])=[O:9]. The reactants are C(C)(C)(C)OC(=O)N1CCN(CC1)CC(=O)N[C@@H]1CN(CC1)S(=O)(=O)C=1C=2C(=CN=CC2C=CC1)Cl ((S)-3-[2-[4-(tert-butoxycarbonyl)piperazin-1-yl]acetyl]amino-1-(4-chloro-5-isoquinolinesulfonyl)pyrrolidine), Cl (hydrochloride), compound, C(C)(C)(C)OC(=O)N1CCN(CC1)CC(=O)O (2-[4-(tert-butoxycarbonyl)piperazin-1-yl]acetic acid), COCC(=O)O (2-methoxyacetic acid). The product is N1(CCNCC1)CC(=O)N[C@H]1CN(CC1)S(=O)(=O)C=1C=2C(=CN=CC2C=CC1)Cl ((R)-3-[2-(piperazin-1-yl)acetyl]amino-1-(4-chloro-5-isoquinolinesulfonyl)pyrrolidine). Reaction SMILES: C(OC([N:8]1[CH2:13][CH2:12][N:11]([CH2:14][C:15]([NH:17][C@H:18]2[CH2:22][CH2:21][N:20]([S:23]([C:26]3[C:27]4[C:28]([Cl:36])=[CH:29][N:30]=[CH:31][C:32]=4[CH:33]=[CH:34][CH:35]=3)(=[O:25])=[O:24])[CH2:19]2)=[O:16])[CH2:10][CH2:9]1)=O)(C)(C)C.Cl.C(OC(N1CCN(CC(O)=O)CC1)=O)(C)(C)C.COCC(O)=O>>[N:11]1([CH2:14][C:15]([NH:17][C@@H:18]2[CH2:22][CH2:21][N:20]([S:23]([C:26]3[C:27]4[C:28]([Cl:36])=[CH:29][N:30]=[CH:31][C:32]=4[CH:33]=[CH:34][CH:35]=3)(=[O:25])=[O:24])[CH2:19]2)=[O:16])[CH2:12][CH2:13][NH:8][CH2:9][CH2:10]1. Procedure: (S)-3-[2-[4-(tert-butoxycarbonyl)piperazin-1-yl]acetyl]amino-1-(4-chloro-5-isoquinolinesulfonyl)pyrrolidine can be prepared from hydrochloride of the compound prepared in Example 19-2 by using 2-[4-(tert-butoxycarbonyl)piperazin-1-yl]acetic acid in the method of Example 56-1 instead of 2-methoxyacetic acid, and the protective group of the obtained compound can be removed according to the method described in Example 1-1, Step B to obtain the title compound. Reactants: [OH-].[Na+] (sodium hydroxide), Cl (hydrochloric acid), C(CCC)OCCOC1=CC=C(C=C1)C=1C=CC2=C(C=C(CCN2CC2=NN=NN2)C(=O)OC)C1 (methyl 7-[4-(2-butoxyethoxy)phenyl]-1-(tetrazol-5-ylmethyl)-2,3-dihydro-1-benzazepine-4-carboxylate). Solvent: C1CCOC1 (THF), CO (methanol). Run at temperature 50 celsius, time 4 hour. The product is C(CCC)OCCOC1=CC=C(C=C1)C=1C=CC2=C(C=C(CCN2CC2=NN=NN2)C(=O)O)C1 (7-[4-(2-butoxyethoxy)phenyl]-1-(tetrazol-5-ylmethyl)-2,3-dihydro-1-benzazepine-4-carboxylic acid). Yield: 185.4%. As a reaction SMILES: [CH2:1]([O:5][CH2:6][CH2:7][O:8][C:9]1[CH:14]=[CH:13][C:12]([C:15]2[CH:16]=[CH:17][C:18]3[N:24]([CH2:25][C:26]4[NH:30][N:29]=[N:28][N:27]=4)[CH2:23][CH2:22][C:21]([C:31]([O:33]C)=[O:32])=[CH:20][C:19]=3[CH:35]=2)=[CH:11][CH:10]=1)[CH2:2][CH2:3][CH3:4].[OH-].[Na+].Cl>C1COCC1.CO>[CH2:1]([O:5][CH2:6][CH2:7][O:8][C:9]1[CH:14]=[CH:13][C:12]([C:15]2[CH:16]=[CH:17][C:18]3[N:24]([CH2:25][C:26]4[NH:30][N:29]=[N:28][N:27]=4)[CH2:23][CH2:22][C:21]([C:31]([OH:33])=[O:32])=[CH:20][C:19]=3[CH:35]=2)=[CH:11][CH:10]=1)[CH2:2][CH2:3][CH3:4] |f:1.2|. Reported procedure: In THF (6.7 ml)/methanol (6.7 ml) was dissolved methyl 7-[4-(2-butoxyethoxy)phenyl]-1-(tetrazol-5-ylmethyl)-2,3-dihydro-1-benzazepine-4-carboxylate (0.25 g). To the solution was added 1N sodium hydroxide solution (6.7 ml), and the mixture was stirred at 50° C. for 4 hours. pH was adjusted to approximate 4 with 1N hydrochloric acid, and the solvent was concentrated to half under reduced pressure. The concentrated material was extracted with ethyl acetate/THF, and the extract was washed with satur... Product: CNc1ccc(CP(=O)(OC)OC)cc1. Starting materials: [BH4-], CO, COP(=O)(Cc1ccc(N)cc1)OC, [Na+], [Na]. As a reaction SMILES: [BH4-:16].[CH3:18][OH:19].[NH2:1][c:2]1[cH:3][cH:4][c:5]([CH2:6][P:7]([O:8][CH3:9])([O:10][CH3:11])=[O:12])[cH:13][cH:14]1.[Na+:17].[Na:15]>>[NH:1]([c:2]1[cH:3][cH:4][c:5]([CH2:6][P:7]([O:8][CH3:9])([O:10][CH3:11])=[O:12])[cH:13][cH:14]1)[CH3:18]. Conditions: time 1 hour. Starting materials: C(C)(=O)O[BH-](OC(C)=O)OC(C)=O.[Na+] (sodium triacetoxyborohydride), C([O-])([O-])=O.[Na+].[Na+] (sodium carbonate), O[C@H]1[C@H](CNC1)CNC(OCC1=CC=CC=C1)=O (Phenylmethyl {[(3R,4S)-4-hydroxy-3-pyrrolidinyl]methyl}carbamate), COC1=CC=C2C=CC(N(C2=C1)CC=O)=O ([7-(methyloxy)-2-oxo-1(2H)-quinolinyl]acetaldehyde). Run in CO (MeOH), C(Cl)Cl (DCM). The yield is 71.0%. Procedure: Phenylmethyl {[(3R,4S)-4-hydroxy-3-pyrrolidinyl]methyl}carbamate (840 mg, 3.35 mmol) and [7-(methyloxy)-2-oxo-1(2H)-quinolinyl]acetaldehyde (663 mg, 3.05 mmol) were combined in anhydrous DCM (10 ml) and anhydrous MeOH (2 ml) with a spatula of solid sodium carbonate. The reaction mixture was stirred under nitrogen for 1 h then sodium triacetoxyborohydride (2.03 g, 9.12 mmol) was added and stirred overnight. The reaction mixture was concentrated and the title compound was obtained as a pale yellow... As a reaction SMILES: [OH:1][C@@H:2]1[CH2:6][NH:5][CH2:4][C@@H:3]1[CH2:7][NH:8][C:9](=[O:18])[O:10][CH2:11][C:12]1[CH:17]=[CH:16][CH:15]=[CH:14][CH:13]=1.[CH3:19][O:20][C:21]1[CH:30]=[C:29]2[C:24]([CH:25]=[CH:26][C:27](=[O:34])[N:28]2[CH2:31][CH:32]=O)=[CH:23][CH:22]=1.C(=O)([O-])[O-].[Na+].[Na+].C(O[BH-](OC(=O)C)OC(=O)C)(=O)C.[Na+]>C(Cl)Cl.CO>[OH:1][C@@H:2]1[CH2:6][N:5]([CH2:32][CH2:31][N:28]2[C:29]3[C:24](=[CH:23][CH:22]=[C:21]([O:20][CH3:19])[CH:30]=3)[CH:25]=[CH:26][C:27]2=[O:34])[CH2:4][C@@H:3]1[CH2:7][NH:8][C:9](=[O:18])[O:10][CH2:11][C:12]1[CH:17]=[CH:16][CH:15]=[CH:14][CH:13]=1 |f:2.3.4,5.6|. The product is O[C@H]1[C@H](CN(C1)CCN1C(C=CC2=CC=C(C=C12)OC)=O)CNC(OCC1=CC=CC=C1)=O (Phenylmethyl [((3S,4S)-4-hydroxy-1-{2-[7-(methyloxy)-2-oxo-1(2H)-quinolinyl]ethyl}-3-pyrrolidinyl)methyl]Carbamate), oil.